From a dataset of the Open Reaction Database (ORD), a public repository of structured organic reaction records. describe an organic reaction: reactants, conditions, products, and yield Reactants: BrC1=CC(=CO1)C(=O)NC1=CC(=C(C=C1)OC)N1CCN(CC1)C (5-bromo-N-[4-methoxy-3-(4-methyl- 1-piperazinyl)phenyl]furan-3-carboxamide), N1=CC=C(C=C1)B(O)O (4-pyridylboronic acid), C([O-])([O-])=O.[Na+].[Na+] (sodium carbonate), C(=O)([O-])[O-].[Na+].[Na+] (Na2CO3). The reagents and catalysts are C=1C=CC(=CC1)[P](C=2C=CC=CC2)(C=3C=CC=CC3)[Pd]([P](C=4C=CC=CC4)(C=5C=CC=CC5)C=6C=CC=CC6)([P](C=7C=CC=CC7)(C=8C=CC=CC8)C=9C=CC=CC9)[P](C=1C=CC=CC1)(C=1C=CC=CC1)C=1C=CC=CC1 (tetrakis(triphenylphosphine)palladium(0)). Run in O (water), COCCOC (DME). Product: COC1=C(C=C(C=C1)NC(=O)C1=COC(=C1)C1=CC=NC=C1)N1CCN(CC1)C (N-[4-methoxy-3-(4-methyl-1-piperazinyl)phenyl]-5-(4-pyridyl)furan-3-carboxamide). Isolated yield 18.0%. Reaction SMILES: Br[C:2]1[O:6][CH:5]=[C:4]([C:7]([NH:9][C:10]2[CH:15]=[CH:14][C:13]([O:16][CH3:17])=[C:12]([N:18]3[CH2:23][CH2:22][N:21]([CH3:24])[CH2:20][CH2:19]3)[CH:11]=2)=[O:8])[CH:3]=1.[N:25]1[CH:30]=[CH:29][C:28](B(O)O)=[CH:27][CH:26]=1.C(=O)([O-])[O-].[Na+].[Na+]>O.COCCOC.C1C=CC([P]([Pd]([P](C2C=CC=CC=2)(C2C=CC=CC=2)C2C=CC=CC=2)([P](C2C=CC=CC=2)(C2C=CC=CC=2)C2C=CC=CC=2)[P](C2C=CC=CC=2)(C2C=CC=CC=2)C2C=CC=CC=2)(C2C=CC=CC=2)C2C=CC=CC=2)=CC=1>[CH3:17][O:16][C:13]1[CH:14]=[CH:15][C:10]([NH:9][C:7]([C:4]2[CH:3]=[C:2]([C:28]3[CH:29]=[CH:30][N:25]=[CH:26][CH:27]=3)[O:6][CH:5]=2)=[O:8])=[CH:11][C:12]=1[N:18]1[CH2:23][CH2:22][N:21]([CH3:24])[CH2:20][CH2:19]1 |f:2.3.4,^1:50,52,71,90|. Procedure: 5-bromo-N-[4-methoxy-3-(4-methyl- 1-piperazinyl)phenyl]furan-3-carboxamide (0.16 g;0.41 mmol) was stirred with 4-pyridylboronic acid (0.050 g;0.41 mmol), tetrakis(triphenylphosphine)palladium(0) (0.024 g;5 mol %) and anhydrous sodium carbonate (0.047 g;0.45 mmol) in water (8 ml) and DME (8 ml) and the whole heated at reflux under Ar (18 hours). The reaction mixture was poured into 10% Na2CO3 (aq) (20 ml ) and extracted into CHCl3. The organic extracts were combined, dried over Na2 SO4, filtered ... Starting materials: FC=1C=C2C(C(NC2=CC1)=O)=O (5-fluoroisatin), ClC1=CC=C2C(C(=O)OC(N2)=O)=C1 (5-chloroisatoic anhydride), CO (methanol), [H-].[Na+] (NaH). Run in CN(C)C=O (DMF), CN(C)C=O (DMF), C(Cl)(Cl)Cl (chloroform), CN(C)C=O (DMF). Conditions: time 15 minute. Yields the product ClC=1C=C2C(N3C(=NC2=CC1)C(C1=CC(=CC=C13)F)=O)=O (2-Chloro-8-fluoroindolo[2,1-b]quinazoline-6,12-dione). Reaction SMILES: [H-].[Na+].[F:3][C:4]1[CH:5]=[C:6]2[C:10](=[CH:11][CH:12]=1)[NH:9][C:8](=O)[C:7]2=[O:14].[Cl:15][C:16]1[CH:27]=[C:20]2[C:21](OC(=O)[NH:25][C:19]2=[CH:18][CH:17]=1)=[O:22].CO>CN(C=O)C.C(Cl)(Cl)Cl>[Cl:15][C:16]1[CH:27]=[C:20]2[C:19](=[CH:18][CH:17]=1)[N:25]=[C:8]1[C:7](=[O:14])[C:6]3[C:10]([N:9]1[C:21]2=[O:22])=[CH:11][CH:12]=[C:4]([F:3])[CH:5]=3 |f:0.1|. Procedure details: To a suspension of NaH (10 mmol, 40 mg 60%) in 4 mL of DMF was added 10 mmol of 5-fluoroisatin in 2 mL of DMF. After 15 min, a solution of 5-chloroisatoic anhydride in 3 mL of DMF was added. The reaction mixture was stirred for 18 h, methanol (0.5 mL) and 20 mL of chloroform was added and the organic solution was washed with water, dried (MgSO4) and concentrated to give a residue that was purified by silica gel chromatography (CHCl3:CH3OH). Yield 77%: mp 280-282° C. Reactants: O=C(O)c1cccc(Br)c1, O=C([O-])[O-], CC(C)O, OB(O)c1ccc(C(F)(F)F)cc1, [Na+], [Na+], O. Yields the product O=C(O)c1cccc(-c2ccc(C(F)(F)F)cc2)c1. RXN SMILES: [Br:14][c:15]1[cH:16][c:17]([C:18](=[O:19])[OH:20])[cH:21][cH:22][cH:23]1.[C:24](=[O:25])([O-:26])[O-:27].[CH3:31][CH:32]([OH:33])[CH3:34].[F:1][C:2]([c:3]1[cH:4][cH:5][c:6]([B:9]([OH:10])[OH:11])[cH:7][cH:8]1)([F:12])[F:13].[Na+:28].[Na+:29].[OH2:30]>>[F:1][C:2]([c:3]1[cH:4][cH:5][c:6](-[c:15]2[cH:16][c:17]([C:18](=[O:19])[OH:20])[cH:21][cH:22][cH:23]2)[cH:7][cH:8]1)([F:12])[F:13]. Reactants: COc1c(NC(=O)c2ccc(Cl)nn2)cc(-c2cccnc2OCc2ccccc2)cc1C(C)(C)C, CN1CCCC1=O, NCC(F)(F)F, O. The product is COc1c(NC(=O)c2ccc(NCC(F)(F)F)nn2)cc(-c2cccnc2OCc2ccccc2)cc1C(C)(C)C. RXN SMILES: [CH2:1]([c:2]1[cH:3][cH:4][cH:5][cH:6][cH:7]1)[O:8][c:9]1[n:10][cH:11][cH:12][cH:13][c:14]1-[c:15]1[cH:16][c:17]([C:33]([CH3:34])([CH3:35])[CH3:36])[c:18]([O:31][CH3:32])[c:19]([NH:21][C:22](=[O:23])[c:24]2[n:25][n:26][c:27]([Cl:30])[cH:28][cH:29]2)[cH:20]1.[CH3:44][N:45]1[CH2:46][CH2:47][CH2:48][C:49]1=[O:50].[F:37][C:38]([CH2:39][NH2:40])([F:41])[F:42].[OH2:43]>>[CH2:1]([c:2]1[cH:3][cH:4][cH:5][cH:6][cH:7]1)[O:8][c:9]1[n:10][cH:11][cH:12][cH:13][c:14]1-[c:15]1[cH:16][c:17]([C:33]([CH3:34])([CH3:35])[CH3:36])[c:18]([O:31][CH3:32])[c:19]([NH:21][C:22](=[O:23])[c:24]2[n:25][n:26][c:27]([NH:40][CH2:39][C:38]([F:37])([F:41])[F:42])[cH:28][cH:29]2)[cH:20]1. Starting materials: C(C=C)(=O)OC1CC(N(C(C1)(C)C)OC)(C)C (1-methoxy-2,2,6,6-tetramethylpiperidin-4-yl acrylate), C(CCCCCCCCC(=O)OC1CC(N(C(C1)(C)C)O)(C)C)(=O)OC1CC(N(C(C1)(C)C)O)(C)C (bis(1-hydroxy-2,2,6,6-tetramethylpiperidin-4-yl) sebacate). Product: C(CCCCCCCCC(=O)OC1CC(N(C(C1)(C)C)OCCC(=O)OC1CC(N(C(C1)(C)C)OC)(C)C)(C)C)(=O)OC1CC(N(C(C1)(C)C)OCCC(=O)OC1CC(N(C(C1)(C)C)OC)(C)C)(C)C (Bis(1-[2-(1-methoxy-2,2,6,6-tetramethylpiperidin-4-yloxycarbonyl)ethoxy]-2,2,6,6-tetramethylpiperidin-4-yl) Sebacate). As a reaction SMILES: [C:1]([O:5][CH:6]1[CH2:11][C:10]([CH3:13])([CH3:12])[N:9]([O:14][CH3:15])[C:8]([CH3:17])([CH3:16])[CH2:7]1)(=[O:4])[CH:2]=[CH2:3].[C:18]([O:42][CH:43]1[CH2:48][C:47]([CH3:50])([CH3:49])[N:46]([OH:51])[C:45]([CH3:53])([CH3:52])[CH2:44]1)(=[O:41])[CH2:19][CH2:20][CH2:21][CH2:22][CH2:23][CH2:24][CH2:25][CH2:26][C:27]([O:29][CH:30]1[CH2:35][C:34]([CH3:37])([CH3:36])[N:33]([OH:38])[C:32]([CH3:40])([CH3:39])[CH2:31]1)=[O:28]>>[C:18]([O:42][CH:43]1[CH2:44][C:45]([CH3:53])([CH3:52])[N:46]([O:51][CH2:3][CH2:2][C:1]([O:5][CH:6]2[CH2:7][C:8]([CH3:16])([CH3:17])[N:9]([O:14][CH3:15])[C:10]([CH3:12])([CH3:13])[CH2:11]2)=[O:4])[C:47]([CH3:50])([CH3:49])[CH2:48]1)(=[O:41])[CH2:19][CH2:20][CH2:21][CH2:22][CH2:23][CH2:24][CH2:25][CH2:26][C:27]([O:29][CH:30]1[CH2:31][C:32]([CH3:39])([CH3:40])[N:33]([O:38][CH2:3][CH2:2][C:1]([O:5][CH:6]2[CH2:7][C:8]([CH3:17])([CH3:16])[N:9]([O:14][CH3:15])[C:10]([CH3:12])([CH3:13])[CH2:11]2)=[O:4])[C:34]([CH3:36])([CH3:37])[CH2:35]1)=[O:28]. Reported procedure: The title compound is prepared from 1-methoxy-2,2,6,6-tetramethylpiperidin-4-yl acrylate and bis(1-hydroxy-2,2,6,6-tetramethylpiperidin-4-yl) sebacate according to the general procedure of Example 2. Reactants: O=S1(CCN(CC1)C(=O)C=1NC2=CC=C(C=C2C1)C(=O)N1CCN(CC1)C(C)C)=O ([2-(1,1-Dioxo-thiomorpholine-4-carbonyl)-1H-indol-5-yl]-(4-isopropyl-piperazin-1-yl)-methanone), N1=CN=CC(=C1)B(O)O (pyrimidine-5-boronic acid), N1=CC=CC=C1 (pyridine). Reagents/catalysts: C(C)(=O)[O-].[Cu+2].C(C)(=O)[O-] (copper(II) acetate). The solvent is C(Cl)(Cl)Cl (chloroforme). The product is O=S1(CCN(CC1)C(=O)C=1N(C2=CC=C(C=C2C1)C(=O)N1CCN(CC1)C(C)C)C=1C=NC=NC1)=O ((1,1-Dioxothiomorpholin-4-yl)-[5-(4-isopropyl-piperazine-1-carbonyl)-1-pyrimidin-5-yl-1H-indol-2-yl]-methanone). Yield: 8.0%. Reaction SMILES: [O:1]=[S:2]1(=[O:30])[CH2:7][CH2:6][N:5]([C:8]([C:10]2[NH:11][C:12]3[C:17]([CH:18]=2)=[CH:16][C:15]([C:19]([N:21]2[CH2:26][CH2:25][N:24]([CH:27]([CH3:29])[CH3:28])[CH2:23][CH2:22]2)=[O:20])=[CH:14][CH:13]=3)=[O:9])[CH2:4][CH2:3]1.[N:31]1[CH:36]=[C:35](B(O)O)[CH:34]=[N:33][CH:32]=1.N1C=CC=CC=1>C([O-])(=O)C.[Cu+2].C([O-])(=O)C.C(Cl)(Cl)Cl>[O:30]=[S:2]1(=[O:1])[CH2:7][CH2:6][N:5]([C:8]([C:10]2[N:11]([C:35]3[CH:36]=[N:31][CH:32]=[N:33][CH:34]=3)[C:12]3[C:17]([CH:18]=2)=[CH:16][C:15]([C:19]([N:21]2[CH2:22][CH2:23][N:24]([CH:27]([CH3:28])[CH3:29])[CH2:25][CH2:26]2)=[O:20])=[CH:14][CH:13]=3)=[O:9])[CH2:4][CH2:3]1 |f:3.4.5|. Procedure details: The title compound was synthesized in analogy to example 66, from [2-(1,1-dioxo-thiomorpholine-4-carbonyl)-1H-indol-5-yl]-(4-isopropyl-piperazin-1-yl)-methanone (example 1), pyrimidine-5-boronic acid, copper(II) acetate, pyridine and using chloroforme instead of dichloromethane as solvent, to give the desired product as a colorless solid (8%). The reactants are BrCCCN=C=S (3-bromopropyl isothiocyanate), CN(C)CC1=CC=CC=C1 (N,N-dimethylbenzylamine), BrCC1=CC=C(C=C1)N=C=S (4-(bromomethyl)phenyl isothiocyanate), N12CCC(CC1)CC2 (quinuclidine). Product: [Br-].C(C1=CC=CC=C1)[N+](C)(C)CC1=CC=C(C=C1)N=C=S (benzyl-(4-isothiocyanatobenzyl)dimethyl-ammonium bromide). Reaction SMILES: [Br:1]CCCN=C=S.Br[CH2:9][C:10]1[CH:15]=[CH:14][C:13]([N:16]=[C:17]=[S:18])=[CH:12][CH:11]=1.N12CCC(CC1)CC2.[CH3:27][N:28]([CH2:30][C:31]1[CH:36]=[CH:35][CH:34]=[CH:33][CH:32]=1)[CH3:29]>>[Br-:1].[CH2:30]([N+:28]([CH2:9][C:10]1[CH:15]=[CH:14][C:13]([N:16]=[C:17]=[S:18])=[CH:12][CH:11]=1)([CH3:29])[CH3:27])[C:31]1[CH:36]=[CH:35][CH:34]=[CH:33][CH:32]=1 |f:4.5|. Procedure: The procedure in the step a in Example 9 was followed except that instead of 3-bromopropyl isothiocyanate, 4-(bromomethyl)phenyl isothiocyanate (is-14 mentioned earlier) was used and instead of quinuclidine, N,N-dimethylbenzylamine (ta-32 mentioned earlier) was used to obtain the title compound. Reactants: OC(CC(=O)O)(CCC=C)C (3-Hydroxy-3-methylhept-6-enoic acid), ice water, C1(=CC=CC=C1)C (toluene), C(C)(=O)[O-].[K+] (potassium acetate). Solvent: C(C)(=O)OC(C)=O (acetic anhydride). Conditions: time 2 hour. Yields the product CC1=CC[C@H]2CC([C@@H]12)=O ((±)-(1S,5R)-4-methylbicyclo[3.2.0]hept-3-en-6-one). Reaction SMILES: O[C:2]([CH3:11])([CH2:7][CH2:8][CH:9]=[CH2:10])[CH2:3][C:4](O)=[O:5].C([O-])(=O)C.[K+].C1(C)C=CC=CC=1>C(OC(=O)C)(=O)C>[CH3:11][C:2]1[C@H:3]2[C@H:9]([CH2:10][C:4]2=[O:5])[CH2:8][CH:7]=1 |f:1.2|. Procedure: 3-Hydroxy-3-methylhept-6-enoic acid (5.24 g, 36.4 mmol) was dissolved in acetic anhydride (40 mL). To the solution, potassium acetate (12.52 g, 127 mmol) was added, and the mixture was stirred at room temperature for 2 hours. The reaction solution was heated to reflux and stirred for 4 hours. To the reaction solution, ice water and toluene were then added, and this mixture was stirred overnight at room temperature. The mixture was separated into aqueous and organic layers by the addition of diet... The reactants are ClC=1C=C(C(=CC1[N+](=O)[O-])COC)C(=O)O (4-chloro-α-methoxy-5-nitro-o-toluic acid), P(Cl)(Cl)(Cl)(Cl)Cl (phosphorus pentachloride). The solvent is C1=CC=CC=C1 (benzene). The product is ClC=1C=C(C(=CC1[N+](=O)[O-])COC)C(=O)Cl (4-Chloro-α-methoxy-5-nitro-o-toluoyl chloride). RXN SMILES: [Cl:1][C:2]1[CH:3]=[C:4]([C:14]([OH:16])=O)[C:5]([CH2:11][O:12][CH3:13])=[CH:6][C:7]=1[N+:8]([O-:10])=[O:9].P(Cl)(Cl)(Cl)(Cl)[Cl:18]>C1C=CC=CC=1>[Cl:1][C:2]1[CH:3]=[C:4]([C:14]([Cl:18])=[O:16])[C:5]([CH2:11][O:12][CH3:13])=[CH:6][C:7]=1[N+:8]([O-:10])=[O:9]. Procedure: A mixture of 4-chloro-α-methoxy-5-nitro-o-toluic acid (3.6 g.) and phosphorus pentachloride (3.0 g.) in 120 ml of benzene is refluxed for thirty minutes. The mixture is then concentrated in vacuo and the residue boiled with 200 ml of hexane and filtered hot. The filtrate is partially concentrated and chilled to give 2.5 g. of white solid with mp 63°-65°. Reactants: CCOC(=O)c1cc(Cl)n2nc(C)nc2n1, [Na+], O, [SH-]. The product is CCOC(=O)c1cc(S)n2nc(C)nc2n1. As a reaction SMILES: [Cl:1][c:2]1[cH:3][c:4]([C:12](=[O:13])[O:14][CH2:15][CH3:16])[n:5][c:6]2[n:7]1[n:8][c:9]([CH3:11])[n:10]2.[Na+:18].[OH2:19].[SH-:17]>>[c:2]1([SH:17])[cH:3][c:4]([C:12](=[O:13])[O:14][CH2:15][CH3:16])[n:5][c:6]2[n:7]1[n:8][c:9]([CH3:11])[n:10]2.